From a dataset of the Open Reaction Database (ORD), a public repository of structured organic reaction records. describe an organic reaction: reactants, conditions, products, and yield The reactants are C(C1=CC=2OCOC2C=C1)(=O)O (piperonylic acid), S(=O)(Cl)Cl (thionyl chloride). Yields the product C(C1=CC=2OCOC2C=C1)(=O)Cl (piperonylic acid chloride). Reaction SMILES: [C:1]([OH:12])(=O)[C:2]1[CH:10]=[CH:9][C:8]2[O:7][CH2:6][O:5][C:4]=2[CH:3]=1.S(Cl)([Cl:15])=O>>[C:1]([Cl:15])(=[O:12])[C:2]1[CH:10]=[CH:9][C:8]2[O:7][CH2:6][O:5][C:4]=2[CH:3]=1. Procedure details: In 6 ml of thionyl chloride was suspended 5.0 g of piperonylic acid. The suspension was refluxed for 8 hours. Excess volume of thionyl chloride was evaporated off under reduced pressure to give crude crystals of piperonylic acid chloride. Starting materials: BrC(C(=O)C=1C=CC2=C(NC(CO2)=O)C1)C (6-(2-bromopropionyl)-3-oxo-3,4-dihydro-2H-1,4-benzoxazine), NC1=NC=CC(=C1)C (2-amino-4-methylpyridine). The product is CC1=C(N=C2N1C=CC(=C2)C)C=2C=CC1=C(NC(CO1)=O)C2 (6-(3,7-Dimethylimidazo[1,2-a]pyridin-2-yl)-3-oxo-3,4-dihydro-2H-1,4-benzoxazine). Isolated yield 48.4%. Reaction SMILES: Br[CH:2]([CH3:16])[C:3]([C:5]1[CH:6]=[CH:7][C:8]2[O:13][CH2:12][C:11](=[O:14])[NH:10][C:9]=2[CH:15]=1)=O.[NH2:17][C:18]1[CH:23]=[C:22]([CH3:24])[CH:21]=[CH:20][N:19]=1>>[CH3:16][C:2]1[N:19]2[CH:20]=[CH:21][C:22]([CH3:24])=[CH:23][C:18]2=[N:17][C:3]=1[C:5]1[CH:6]=[CH:7][C:8]2[O:13][CH2:12][C:11](=[O:14])[NH:10][C:9]=2[CH:15]=1. Procedure details: 6-(3,7-Dimethylimidazo[1,2-a]pyridin-2-yl)-3-oxo-3,4-dihydro-2H-1,4-benzoxazine (1.15 g) was prepared in substantially the same manner as that of Example 16 from 6-(2-bromopropionyl)-3-oxo-3,4-dihydro-2H-1,4-benzoxazine (2.3 g) and 2-amino-4-methylpyridine (2.5 g). mp. 239°-241° C.